Dataset: the Open Reaction Database (ORD), a public repository of structured organic reaction records. Task: describe an organic reaction: reactants, conditions, products, and yield Reactants: IC1=C(C=CC=C1)S(=O)(=O)[O-].[Na+] (sodium 2-iodobenzenesulfonate), OOS(=O)[O-].[K+] (Oxone), CCCCC(CCCC)O (5-nonanol). Run in C(C)#N (acetonitrile). Run at temperature 70 celsius, time 3 hour. The product is CCCCC(CCCC)=O (5-nonanone). Reaction SMILES: IC1C=CC=CC=1S([O-])(=O)=O.[Na+].OOS([O-])=O.[K+].[CH3:19][CH2:20][CH2:21][CH2:22][CH:23]([OH:28])[CH2:24][CH2:25][CH2:26][CH3:27]>C(#N)C>[CH3:19][CH2:20][CH2:21][CH2:22][C:23](=[O:28])[CH2:24][CH2:25][CH2:26][CH3:27] |f:0.1,2.3|. Procedure details: 9.2 mg (0.03 mmol) of sodium 2-iodobenzenesulfonate prepared by Preparation Example 4, 1.48 g (2.4 mmol) of Oxone (registered trademark) and 433 mg (3 mmol) of 5-nonanol were added to 3.75 ml of acetonitrile, and the mixture was heated at 70° C. while being stirred for three hours. The later treatment was carried out in the same way as in Example 1, and then 5-nonanone was obtained. The yield of the obtained 5-nonanone was determined and the result is shown in Table 1. Starting materials: CCOCC (ether), CC(CCO)CCO (3-methyl-1,5-pentanediol), C(CCC)[Li] (n-butyllithium), O1CCCC1 (tetrahydrofuran), COCCOCCl (β-methoxyethoxymethyl chloride). The solvent is O (water). Run at time 30 minute. Product: COCCOCOCOCCOC (monomethoxyethoxymethyl ether). RXN SMILES: CC(C[CH2:7][OH:8])CCO.C([Li])CCC.[CH3:14][O:15][CH2:16][CH2:17][O:18][CH2:19]Cl.C[CH2:22][O:23][CH2:24][CH3:25].[O:26]1CCCC1>O>[CH3:14][O:15][CH2:16][CH2:17][O:18][CH2:19][O:26][CH2:7][O:8][CH2:25][CH2:24][O:23][CH3:22]. Reported procedure: To 3.54 g (30 mmol) of 3-methyl-1,5-pentanediol in 30 ml of dry tetrahydrofuran (THF) at 0° was added 19.2 ml (30 mmol) of 1.56 M n-butyllithium. After 30 min, 3.74 g (30 mmol) of β-methoxyethoxymethyl chloride was added and the reaction was stirred overnight. The reaction was poured into ether and water. The aqueous phase was back-extracted twice with ether. Combined ether layers were washed with sat. NaCl solution and were dried over calcium sulfate. The crude product was placed on 1 m×20 cm p... Starting materials: C(C)N1C=C(C(C2=CC=C(C=C12)N1CCNCC1)=O)C(=O)OCC (ethyl 1,4-dihydro-1-ethyl-4-oxo-7-(1-piperazinyl)quinoline-3-carboxylate), aqueous solution, [OH-].[K+] (potassium hydroxide). Solvent: C(C)(=O)O (acetic acid). Run at temperature 90 celsius. Yields the product C(C)N1C=C(C(C2=CC=C(C=C12)N1CCNCC1)=O)C(=O)O (1,4-Dihydro-1-ethyl-4-oxo-7-(1-piperazinyl)quinoline-3-carboxylic acid). The yield is 101.1%. RXN SMILES: [CH2:1]([N:3]1[C:12]2[C:7](=[CH:8][CH:9]=[C:10]([N:13]3[CH2:18][CH2:17][NH:16][CH2:15][CH2:14]3)[CH:11]=2)[C:6](=[O:19])[C:5]([C:20]([O:22]CC)=[O:21])=[CH:4]1)[CH3:2].[OH-].[K+]>C(O)(=O)C>[CH2:1]([N:3]1[C:12]2[C:7](=[CH:8][CH:9]=[C:10]([N:13]3[CH2:14][CH2:15][NH:16][CH2:17][CH2:18]3)[CH:11]=2)[C:6](=[O:19])[C:5]([C:20]([OH:22])=[O:21])=[CH:4]1)[CH3:2] |f:1.2|. Procedure details: To 2.0 g of ethyl 1,4-dihydro-1-ethyl-4-oxo-7-(1-piperazinyl)quinoline-3-carboxylate was added 10 ml of a 5% aqueous solution of potassium hydroxide. The mixture was heated at 90° C for 30 minutes with stirring and neutralized, under cooling, with acetic acid to separate out a solid which was collected, and recrystallized from a mixture of ethanol and water to give 1.85 g of the product, m.p. 272° - 275° C. The reactants are NC1=C(C=NN1C)CN(C(=NC(=O)OC(C)(C)C)NC(=O)OC(C)(C)C)CCNC(C1=CC=CC=C1)(C1=CC=CC=C1)C1=CC=CC=C1 (N-[(5-amino-1-methyl-1H-pyrazol-4-yl)methyl]-N′,N″-bis(tert-butoxycarbonyl)-N-[2-(tritylamino)ethyl]guanidine), C1(=CC=CC=C1)C(C1=CC=CC=C1)(C1=CC=CC=C1)Cl (triphenylmethyl chloride), C(Cl)(Cl)Cl (chloroform). Run in N1=CC=CC=C1 (pyridine). Run at time 3 hour. The product is CN1N=CC(=C1NC(C1=CC=CC=C1)(C1=CC=CC=C1)C1=CC=CC=C1)CN(C(=N)N)CCNC(C1=CC=CC=C1)(C1=CC=CC=C1)C1=CC=CC=C1 (N-([1-methyl-5-(tritylamino)-1H-pyrazol-4-yl]methyl}-N-[2-(tritylamino)ethyl]guanidine). The yield is 81.7%. As a reaction SMILES: [NH2:1][C:2]1[N:6]([CH3:7])[N:5]=[CH:4][C:3]=1[CH2:8][N:9]([CH2:27][CH2:28][NH:29][C:30]([C:43]1[CH:48]=[CH:47][CH:46]=[CH:45][CH:44]=1)([C:37]1[CH:42]=[CH:41][CH:40]=[CH:39][CH:38]=1)[C:31]1[CH:36]=[CH:35][CH:34]=[CH:33][CH:32]=1)[C:10]([NH:19]C(OC(C)(C)C)=O)=[N:11]C(OC(C)(C)C)=O.[C:49]1([C:55](Cl)([C:62]2[CH:67]=[CH:66][CH:65]=[CH:64][CH:63]=2)[C:56]2[CH:61]=[CH:60][CH:59]=[CH:58][CH:57]=2)[CH:54]=[CH:53][CH:52]=[CH:51][CH:50]=1.C(Cl)(Cl)Cl>N1C=CC=CC=1>[CH3:7][N:6]1[C:2]([NH:1][C:55]([C:62]2[CH:67]=[CH:66][CH:65]=[CH:64][CH:63]=2)([C:56]2[CH:61]=[CH:60][CH:59]=[CH:58][CH:57]=2)[C:49]2[CH:54]=[CH:53][CH:52]=[CH:51][CH:50]=2)=[C:3]([CH2:8][N:9]([CH2:27][CH2:28][NH:29][C:30]([C:43]2[CH:48]=[CH:47][CH:46]=[CH:45][CH:44]=2)([C:37]2[CH:38]=[CH:39][CH:40]=[CH:41][CH:42]=2)[C:31]2[CH:36]=[CH:35][CH:34]=[CH:33][CH:32]=2)[C:10]([NH2:19])=[NH:11])[CH:4]=[N:5]1. Reported procedure: To a solution of N-[(5-amino-1-methyl-1H-pyrazol-4-yl)methyl]-N′,N″-bis(tert-butoxycarbonyl)-N-[2-(tritylamino)ethyl]guanidine (1.84 g) in pyridine (10 ml) was added triphenylmethyl chloride (0.94 g), and the mixture was stirred at room temperature for 3 hours. To the reaction mixture was added chloroform (50 ml). The mixture was washed successively with 10% aqueous citric acid solution, brine and saturated aqueous sodium hydrogencarbonate solution. The organic layer was dried over anhydrous mag...